This data is from the Open Reaction Database (ORD), a public repository of structured organic reaction records. The task is: describe an organic reaction: reactants, conditions, products, and yield Reactants: [N+](=O)([O-])C=1C=C(C=CC1)C=1N=C(SC1)N (4-(3-nitrophenyl)-thiazol-2-ylamine), COC(CCCCCCC(=O)O)=O (suberic acid monomethyl ester), O=P(Cl)(Cl)Cl (POCl3). Run in CCOC(=O)C (EtOAc), N1=CC=CC=C1 (pyridine). Run at time 1 hour. The product is COC(CCCCCCC(=O)NC=1SC=C(N1)C1=CC(=CC=C1)[N+](=O)[O-])=O (octanedioic acid [4-(3-Nitro-phenyl)-thiazol-2-yl]-amide methyl ester). Yield: 61.3%. Reaction SMILES: [N+:1]([C:4]1[CH:5]=[C:6]([C:10]2[N:11]=[C:12]([NH2:15])[S:13][CH:14]=2)[CH:7]=[CH:8][CH:9]=1)([O-:3])=[O:2].[CH3:16][O:17][C:18](=[O:28])[CH2:19][CH2:20][CH2:21][CH2:22][CH2:23][CH2:24][C:25](O)=[O:26].O=P(Cl)(Cl)Cl>N1C=CC=CC=1.CCOC(C)=O>[CH3:16][O:17][C:18](=[O:28])[CH2:19][CH2:20][CH2:21][CH2:22][CH2:23][CH2:24][C:25]([NH:15][C:12]1[S:13][CH:14]=[C:10]([C:6]2[CH:7]=[CH:8][CH:9]=[C:4]([N+:1]([O-:3])=[O:2])[CH:5]=2)[N:11]=1)=[O:26]. Reported procedure: A stirring solution of 4-(3-nitrophenyl)-thiazol-2-ylamine (11) (2.21 g, 10 mmol) and suberic acid monomethyl ester (13) (1.88 g, 10 mmol) in dry pyridine (20 ml) was cooled to −15° C. and POCl3 (1.2 ml, 13 mmol) was added dropwise over 30 minutes. After stirring for another 1 hour at same temperature, the reaction mixture was diluted with EtOAc and washed thoroughly with 1N HCl solution and brine. The organic phase was dried over Na2SO4. The solvent was removed by rotary evaporation. The crude ... Yield: 69.8%. Solvent: ClCCl (dichloromethane), ClCCl (dichloromethane), B(Br)(Br)Br (boron tribromide), solution, ClCCl (dichloromethane). Reaction conditions: time 1 hour. RXN SMILES: [CH3:1][N:2]1[C:7](=[O:8])[CH:6]=[CH:5][C:4]([O:9][C@H:10]2[C@@:15]([OH:17])([CH3:16])[C:14]([CH3:19])([CH3:18])[O:13][C:12]3[CH:20]=[CH:21][C:22]([S:24]([C:27]4[CH:32]=[CH:31][C:30]([O:33]C)=[C:29]([O:35]C)[CH:28]=4)(=[O:26])=[O:25])=[CH:23][C:11]2=3)=[N:3]1.O>ClCCl.B(Br)(Br)Br>[CH3:1][N:2]1[C:7](=[O:8])[CH:6]=[CH:5][C:4]([O:9][C@H:10]2[C@@:15]([OH:17])([CH3:16])[C:14]([CH3:19])([CH3:18])[O:13][C:12]3[CH:20]=[CH:21][C:22]([S:24]([C:27]4[CH:32]=[CH:31][C:30]([OH:33])=[C:29]([OH:35])[CH:28]=4)(=[O:26])=[O:25])=[CH:23][C:11]2=3)=[N:3]1. Procedure details: (3S,4R)-3,4-Dihydro-4-(2,3-dihydro-2-methyl-3-oxopyridazin-6-yl)oxy-6-(3,4-dimethoxyphenyl)sulphonyl-3-hydroxy-2,2,3-trimethyl-2H-benzo[b]pyran (0.50 g) (see Preparation 26) was dissolved in dichloromethane (12 ml) (under a nitrogen atmosphere) and boron tribromide (4 ml of a 1M solution in dichloromethane) was added. The mixture was stirred at room temperature for one hour and a precipitate was formed. Water (20 ml) and dichloromethane (15 ml) were added, an insoluble gum formed and the solvent... Starting materials: O (Water), CN1N=C(C=CC1=O)O[C@@H]1C2=C(OC([C@@]1(C)O)(C)C)C=CC(=C2)S(=O)(=O)C2=CC(=C(C=C2)OC)OC ((3S,4R)-3,4-Dihydro-4-(2,3-dihydro-2-methyl-3-oxopyridazin-6-yl)oxy-6-(3,4-dimethoxyphenyl)sulphonyl-3-hydroxy-2,2,3-trimethyl-2H-benzo[b]pyran). The product is CN1N=C(C=CC1=O)O[C@@H]1C2=C(OC([C@@]1(C)O)(C)C)C=CC(=C2)S(=O)(=O)C2=CC(=C(C=C2)O)O ((3S,4R)-3,4-dihydro-4-(2,3-dihydro-2-methyl-3-oxopyridazin-6-yl)oxy-6-(3,4-dihydroxyphenyl)sulphonyl-3-hydroxy-2,2,3-trimethyl-2H-benzo[b]pyran). Reactants: C(C)(C)N1N=C(N=C1C=1N=C2N(CCOC3=C2C=CC(=C3)C(C)=O)C1)C (1-(2-(1-isopropyl-3-methyl-1H-1,2,4-triazol-5-yl)-5,6-dihydrobenzo[f]imidazo[1,2-d][1,4]oxazepin-9-yl)ethanone), COC(N(C)C)OC (1,1-Dimethoxy-N,N-dimethylmethanamine), Xylenes. Conditions: time 8 hour. The product is CN(/C=C/C(=O)C1=CC2=C(C=3N(CCO2)C=C(N3)C3=NC(=NN3C(C)C)C)C=C1)C ((E)-3-(dimethylamino)-1-(2-(1-isopropyl-3-methyl-1H-1,2,4-triazol-5-yl)-5,6-dihydrobenzo[f]imidazo[1,2-d][1,4]oxazepin-9-yl)prop-2-en-1-one). RXN SMILES: [CH:1]([N:4]1[C:8]([C:9]2[N:10]=[C:11]3[C:17]4[CH:18]=[CH:19][C:20]([C:22](=[O:24])[CH3:23])=[CH:21][C:16]=4[O:15][CH2:14][CH2:13][N:12]3[CH:25]=2)=[N:7][C:6]([CH3:26])=[N:5]1)([CH3:3])[CH3:2].CO[CH:29](OC)[N:30]([CH3:32])[CH3:31]>>[CH3:29][N:30]([CH3:32])/[CH:31]=[CH:23]/[C:22]([C:20]1[CH:19]=[CH:18][C:17]2[C:11]3[N:12]([CH:25]=[C:9]([C:8]4[N:4]([CH:1]([CH3:3])[CH3:2])[N:5]=[C:6]([CH3:26])[N:7]=4)[N:10]=3)[CH2:13][CH2:14][O:15][C:16]=2[CH:21]=1)=[O:24]. Procedure details: 1-(2-(1-isopropyl-3-methyl-1H-1,2,4-triazol-5-yl)-5,6-dihydrobenzo[f]imidazo[1,2-d][1,4]oxazepin-9-yl)ethanone (2.6 g, 0.0074 mol) and 1,1-Dimethoxy-N,N-dimethylmethanamine (0.98 mL, 0.0074 mol) was mixed in Xylenes (30 mL, 0.07 mol) and was heated to reflux and stirred overnight. LCMS showed complete conversion to desired product. The solvent was removed and (E)-3-(dimethylamino)-1-(2-(1-isopropyl-3-methyl-1H-1,2,4-triazol-5-yl)-5,6-dihydrobenzo[f]imidazo[1,2-d][1,4]oxazepin-9-yl)prop-2-en-1-on... The reactants are C(C)(C)NC(C)C (diisopropylamine), BrCCC=C (4-bromobutene), COC(CN=CC1=CC=CC=C1)=O (N-(phenylmethylene)glycine methyl ester), C(CCC)[Li] (n-butyllithium), solution, CN(P(=O)(N(C)C)N(C)C)C (hexamethylphosphoramide). The solvent is O1CCCC1 (tetrahydrofuran), O (water), CCCCCC (hexane), O1CCCC1 (tetrahydrofuran). Run at temperature -78 celsius, time 30 minute. Yields the product COC(C(N=CC1=CC=CC=C1)CCC=C)=O (N-(Phenylmethylene)-2-(3-butenyl)glycine methyl ester). As a reaction SMILES: C(NC(C)C)(C)C.[CH2:8]([Li])[CH2:9][CH2:10][CH3:11].[CH3:13][O:14][C:15](=[O:25])[CH2:16][N:17]=[CH:18][C:19]1[CH:24]=[CH:23][CH:22]=[CH:21][CH:20]=1.BrCCC=C.CN(C)P(N(C)C)(N(C)C)=O>O1CCCC1.CCCCCC.O>[CH3:13][O:14][C:15](=[O:25])[CH:16]([CH2:11][CH2:10][CH:9]=[CH2:8])[N:17]=[CH:18][C:19]1[CH:24]=[CH:23][CH:22]=[CH:21][CH:20]=1. Procedure: Dissolve diisopropylamine (15.4 mL, 110 mmol) in tetrahydrofuran (250 mL), place under a nitrogen atmosphere and cool to -78° C. Add n-butyllithium (39 mL of a 2.7M solution in hexane, 105 mmol). Stir for 30 minutes and add, by dropwise addition, a solution of N-(phenylmethylene)glycine methyl ester (17.7 g, 100 mmol) in tetrahydrofuran (25 mL). Stir for 15 minutes and add 4-bromobutene (13.5 g, 100 mmol) and allow to warm slowly to room temperature. Add hexamethylphosphoramide (20 mL, 100 mmol)...